Dataset: the Open Reaction Database (ORD), a public repository of structured organic reaction records. Task: describe an organic reaction: reactants, conditions, products, and yield The reactants are O=C(c1ncc[nH]1)c1ncc[nH]1, Cc1cc(Oc2cccc(C(=O)O)n2)n(C)n1, Nc1cccc(F)c1, C1CCOC1, O. The product is Cc1cc(Oc2cccc(C(=O)Nc3cccc(F)c3)n2)n(C)n1. As a reaction SMILES: [C:18]([c:19]1[nH:20][cH:21][cH:22][n:23]1)([c:24]1[nH:25][cH:26][cH:27][n:28]1)=[O:29].[CH3:1][n:2]1[n:3][c:4]([CH3:17])[cH:5][c:6]1[O:7][c:8]1[n:9][c:10]([C:14](=[O:15])[OH:16])[cH:11][cH:12][cH:13]1.[NH2:30][c:31]1[cH:32][cH:33][cH:34][c:35]([F:36])[cH:37]1.[O:39]1[CH2:40][CH2:41][CH2:42][CH2:43]1.[OH2:38]>>[CH3:1][n:2]1[n:3][c:4]([CH3:17])[cH:5][c:6]1[O:7][c:8]1[n:9][c:10]([C:14](=[O:16])[NH:30][c:31]2[cH:32][cH:33][cH:34][c:35]([F:36])[cH:37]2)[cH:11][cH:12][cH:13]1. Starting materials: title compounds, C([O-])([O-])=O.[K+].[K+] (potassium carbonate), [Si](C)(C)(C(C)(C)C)OCC1=NC2=C(N1C)C=C(C(=C2OC)OC)OC (2-tert-butyldimethylsilyloxymethyl-1-methyl-4,5,6-trimethoxybenzimidazole), [Si](C)(C)(C(C)(C)C)OCC1=NC2=C(N1C)C(=C(C(=C2)OC)OC)OC (2-tert-butyldimethylsilyloxymethyl-1-methyl-5,6,7-trimethoxy-benzimidazole). Run in [Cl-].[Na+].O (brine), C(C)(=O)O (acetic acid), O (water), C1CCOC1 (THF). Run at temperature 90 celsius, time 2 hour. Yields the product OCC1=NC2=C(N1C)C=C(C(=C2OC)OC)OC (2-hydroxymethyl-1-methyl-4,5,6-trimethoxybenzimidazole). As a reaction SMILES: [Si]([O:8][CH2:9][C:10]1[N:14]([CH3:15])[C:13]2[CH:16]=[C:17]([O:24][CH3:25])[C:18]([O:22][CH3:23])=[C:19]([O:20][CH3:21])[C:12]=2[N:11]=1)(C(C)(C)C)(C)C.[Si](OCC1N(C)C2C(OC)=C(OC)C(OC)=CC=2N=1)(C(C)(C)C)(C)C.C(=O)([O-])[O-].[K+].[K+]>C(O)(=O)C.O.C1COCC1.[Cl-].[Na+].O>[OH:8][CH2:9][C:10]1[N:14]([CH3:15])[C:13]2[CH:16]=[C:17]([O:24][CH3:25])[C:18]([O:22][CH3:23])=[C:19]([O:20][CH3:21])[C:12]=2[N:11]=1 |f:2.3.4,8.9.10|. Procedure details: A mixture (471 mg) of 2-tert-butyldimethylsilyloxymethyl-1-methyl-4,5,6-trimethoxybenzimidazole and 2-tert-butyldimethylsilyloxymethyl-1-methyl-5,6,7-trimethoxy-benzimidazole was dissolved in a mixed solvent of acetic acid (5 mL), water (2.5 mL) and THF (2.5 mL), and the solution was stirred at 90° C. for 2 hours. Saturated brine was added to the reaction mixture, and the mixture was alkalified with an aqueous solution of potassium carbonate and then extracted with ethyl acetate. The resultant o... The reactants are C(C1=CC=CC=C1)OC(=O)N1CSC[C@H]1C(=O)NC(C)(C)C (3-(benzyloxycarbonyl)-N-tert.butyl-4(R)-thiazolidinecarboxamide), Br (hydrogen bromide), C(C)OCC (diethyl ether). Yield: 84.0%. As a reaction SMILES: C(OC([N:11]1[C@H:15]([C:16]([NH:18][C:19]([CH3:22])([CH3:21])[CH3:20])=[O:17])[CH2:14][S:13][CH2:12]1)=O)C1C=CC=CC=1.Br.C(OCC)C>C(O)(=O)C>[C:19]([NH:18][C:16]([C@@H:15]1[CH2:14][S:13][CH2:12][NH:11]1)=[O:17])([CH3:22])([CH3:20])[CH3:21]. Run at time 2 hour. Reported procedure: A mixture of 3.2 g of 3-(benzyloxycarbonyl)-N-tert.butyl-4(R)-thiazolidinecarboxamide and 10 ml of 32% (w/w) hydrogen bromide in glacial acetic acid was stirred at room temperature for 2 hours. The resulting solution was poured into diethyl ether and the precipitated hydrobromide salt of the product was filtered off, washed with diethyl ether and then dissolved in water. The solution was made alkaline by the addition of 1M sodium hydroxide solution and extracted twice with dichloromethane. The c... Product: C(C)(C)(C)NC(=O)[C@H]1NCSC1 (N-tert.butyl-4(R)-thiazolidinecarboxamide). The solvent is C(C)(=O)O (acetic acid). Starting materials: C(C)OC(=O)C=1C(=C2C(=CN1)N(C(=C2C#N)C2=CC=C(C=C2)F)C2=CC=CC=C2)O (3-cyano-2-(4-fluoro-phenyl)-4-hydroxy-1-phenyl-1H-pyrrolo[2,3-c]pyridine-5-carboxylic acid ethyl ester), NCC(=O)O (glycine), C[O-].[Na+].CO (NaOMe HOMe). Product: C(#N)C1=C(N(C2=CN=C(C(=C21)O)C(=O)NCC(=O)O)C2=CC=CC=C2)C2=CC=C(C=C2)F ({[3-Cyano-2-(4-fluoro-phenyl)-4-hydroxy-1-phenyl-1H-pyrrolo[2,3-c]pyridine-5-carbonyl]-amino}-acetic acid). Reaction SMILES: C(O[C:4]([C:6]1[C:7]([OH:30])=[C:8]2[C:14]([C:15]#[N:16])=[C:13]([C:17]3[CH:22]=[CH:21][C:20]([F:23])=[CH:19][CH:18]=3)[N:12]([C:24]3[CH:29]=[CH:28][CH:27]=[CH:26][CH:25]=3)[C:9]2=[CH:10][N:11]=1)=[O:5])C.[NH2:31][CH2:32][C:33]([OH:35])=[O:34].C[O-].[Na+].CO>>[C:15]([C:14]1[C:8]2[C:9](=[CH:10][N:11]=[C:6]([C:4]([NH:31][CH2:32][C:33]([OH:35])=[O:34])=[O:5])[C:7]=2[OH:30])[N:12]([C:24]2[CH:29]=[CH:28][CH:27]=[CH:26][CH:25]=2)[C:13]=1[C:17]1[CH:18]=[CH:19][C:20]([F:23])=[CH:21][CH:22]=1)#[N:16] |f:2.3.4|. Procedure: Prepared in analogy to that of Example 1(e) from 3-cyano-2-(4-fluoro-phenyl)-4-hydroxy-1-phenyl-1H-pyrrolo[2,3-c]pyridine-5-carboxylic acid ethyl ester, glycine and NaOMe/HOMe. The title compound, ESI MS (m/z): 431 (M+H)+.